From a dataset of the Open Reaction Database (ORD), a public repository of structured organic reaction records. describe an organic reaction: reactants, conditions, products, and yield The reactants are C1(=CC=CC=C1)[C@H](C)NC1=NC=CC(=N1)N1C=NC2=C1C=CC(=C2)[Sn](C)(C)C (2-[(S)-1-Phenylethylamino]-4-[5-trimethylstannylbenzimidazol-1-yl]pyrimidine), ClC1=NC(=NC(=C1)OC)OC (4-chloro-2,6-dimethoxypyrimidine). Yields the product C1(=CC=CC=C1)[C@H](C)NC1=NC=CC(=N1)N1C=NC2=C1C=CC(=C2)C2=NC(=NC(=C2)OC)OC (2-[(S)-1-Phenylethylamino]-4-[5-(2,6-dimethoxypyrimidin-4-yl)benzimidazol-1-yl]pyrimidine). RXN SMILES: [C:1]1([C@@H:7]([NH:9][C:10]2[N:15]=[C:14]([N:16]3[C:20]4[CH:21]=[CH:22][C:23]([Sn](C)(C)C)=[CH:24][C:19]=4[N:18]=[CH:17]3)[CH:13]=[CH:12][N:11]=2)[CH3:8])[CH:6]=[CH:5][CH:4]=[CH:3][CH:2]=1.Cl[C:30]1[CH:35]=[C:34]([O:36][CH3:37])[N:33]=[C:32]([O:38][CH3:39])[N:31]=1>>[C:1]1([C@@H:7]([NH:9][C:10]2[N:15]=[C:14]([N:16]3[C:20]4[CH:21]=[CH:22][C:23]([C:30]5[CH:35]=[C:34]([O:36][CH3:37])[N:33]=[C:32]([O:38][CH3:39])[N:31]=5)=[CH:24][C:19]=4[N:18]=[CH:17]3)[CH:13]=[CH:12][N:11]=2)[CH3:8])[CH:6]=[CH:5][CH:4]=[CH:3][CH:2]=1. Procedure details: The title compound was prepared according to the procedure described in EXAMPLE 424, starting from 2-[(S)-1-Phenylethylamino]-4-[5-trimethylstannylbenzimidazol-1-yl]pyrimidine and 4-chloro-2,6-dimethoxypyrimidine. Mass spectrum (ESI) 443.4 (M+). The reactants are COC(C1=CC(=CC=C1)S)=O (3-mercaptobenzoic acid methyl ester), [H-].[Na+] (NaH), FC(C(F)(F)F)(C(F)(F)F)I (perfluoroisopropyl iodide). Run in C(C)OCC (ethyl ether), CN(C)C=O (DMF). Run at temperature 0 celsius, time 10 minute. Product: COC(C1=CC(=CC=C1)SC(C(F)(F)F)(C(F)(F)F)F)=O (3-(1,2,2,2-tetrafluoro-1-trifluoromethylethylthio)benzoic acid methyl ester). Isolated yield 67.5%. RXN SMILES: [CH3:1][O:2][C:3](=[O:11])[C:4]1[CH:9]=[CH:8][CH:7]=[C:6]([SH:10])[CH:5]=1.[H-].[Na+].[F:14][C:15](I)([C:20]([F:23])([F:22])[F:21])[C:16]([F:19])([F:18])[F:17]>CN(C=O)C.C(OCC)C>[CH3:1][O:2][C:3](=[O:11])[C:4]1[CH:9]=[CH:8][CH:7]=[C:6]([S:10][C:15]([F:14])([C:20]([F:23])([F:22])[F:21])[C:16]([F:19])([F:18])[F:17])[CH:5]=1 |f:1.2|. Reported procedure: To a stirred solution of 3-mercaptobenzoic acid methyl ester (2.32 g, 13.8 mmol) in DMF (15 mL) at 0° C. was added NaH (60% dispersion in mineral oil, 608 mg, 15.2 mmol) in small portions. After stirring for 10 min at 0° C., and a further 30 min at room temperature, perfluoroisopropyl iodide (2.16 mL, 15.2 mmol, 1.1) was added to the reaction. Following the addition, the reaction was stirred for 10 min at room temperature and then heated to 60° C. After 90 min at 60° C. the reaction was cooled t... The reactants are C(C)OC(=O)C=1C(N(C2=NC(=CC=C2C1Cl)C)CC)=O (1-ethyl-1,2-dihydro-4-chloro-7-methyl-2-oxo-1,8-naphthyridine-3-carboxylic acid ethyl ester), Cl (hydrochloride), monohydrate, CN(CCCN)C (3-dimethylaminopropylamine), C([O-])([O-])=O.[Na+].[Na+] (sodium carbonate). The solvent is C(C)O (ethanol). The product is C(C)OC(=O)C=1C(N(C2=NC(=CC=C2C1NCCCN(C)C)C)CC)=O (1-Ethyl-1,2-Dihydro-4-(3-Dimethylaminopropylamino)-7-Methyl-2-Oxo-1,8-Naphthyridine-3-Carboxylic Acid Ethyl Ester). Reaction SMILES: [CH2:1]([O:3][C:4]([C:6]1[C:7](=[O:20])[N:8]([CH2:18][CH3:19])[C:9]2[C:14]([C:15]=1Cl)=[CH:13][CH:12]=[C:11]([CH3:17])[N:10]=2)=[O:5])[CH3:2].[CH3:21][N:22]([CH3:27])[CH2:23][CH2:24][CH2:25][NH2:26].C(=O)([O-])[O-].[Na+].[Na+].Cl>C(O)C>[CH2:1]([O:3][C:4]([C:6]1[C:7](=[O:20])[N:8]([CH2:18][CH3:19])[C:9]2[C:14]([C:15]=1[NH:26][CH2:25][CH2:24][CH2:23][N:22]([CH3:27])[CH3:21])=[CH:13][CH:12]=[C:11]([CH3:17])[N:10]=2)=[O:5])[CH3:2] |f:2.3.4|. Reported procedure: A stirred mixture of 8.7 g. (0.03 mole) of 1-ethyl-1,2-dihydro-4-chloro-7-methyl-2-oxo-1,8-naphthyridine-3-carboxylic acid ethyl ester, (Example 30) 3.06 g. (0.03 mole) of 3-dimethylaminopropylamine and 3.18 g. of sodium carbonate in 100 ml. of ethanol was heated under reflux for 5 hours. The mixture was filtered and the filtrate was evaporated in a rotary evaporator. The residue was triturated with 150 ml. of water and was extracted with 150 ml. of diethyl ether. The ether layer was dried over ... Starting materials: CC(=O)Nc1ncc(Sc2ccncc2)s1, CC(=O)O, Cl. RXN SMILES: [C:1](=[O:2])([CH3:3])[NH:4][c:5]1[s:6][c:7]([S:10][c:11]2[cH:12][cH:13][n:14][cH:15][cH:16]2)[cH:8][n:9]1.[CH3:18][C:19](=[O:20])[OH:21].[ClH:17]>>[NH2:4][c:5]1[s:6][c:7]([S:10][c:11]2[cH:12][cH:13][n:14][cH:15][cH:16]2)[cH:8][n:9]1. Yields the product Nc1ncc(Sc2ccncc2)s1. Reactants: CN1C=CC2=CC(=CC=C12)OCCCOC=1C=C2CC[C@H](C2=CC1)CC(=O)OCC (ethyl ((1S)-5-{3-[(1-methyl-1H-indol-5-yl)oxy]propoxy}-2,3-dihydro-1H-inden-1-yl)acetate), O[Li].O (LiOH.H2O). The solvent is C1CCOC1 (THF), O (water). Run at time 12 hour. Yields the product CN1C=CC2=CC(=CC=C12)OCCCOC=1C=C2CC[C@H](C2=CC1)CC(=O)O (((1S)-5-{3-[(1-methyl-1H-indol-5-yl)oxy]propoxy}-2,3-dihydro-1H-inden-1-yl)acetic acid). Yield: 89.2%. As a reaction SMILES: [CH3:1][N:2]1[C:10]2[C:5](=[CH:6][C:7]([O:11][CH2:12][CH2:13][CH2:14][O:15][C:16]3[CH:17]=[C:18]4[C:22](=[CH:23][CH:24]=3)[C@H:21]([CH2:25][C:26]([O:28]CC)=[O:27])[CH2:20][CH2:19]4)=[CH:8][CH:9]=2)[CH:4]=[CH:3]1.O[Li].O>C1COCC1.O>[CH3:1][N:2]1[C:10]2[C:5](=[CH:6][C:7]([O:11][CH2:12][CH2:13][CH2:14][O:15][C:16]3[CH:17]=[C:18]4[C:22](=[CH:23][CH:24]=3)[C@H:21]([CH2:25][C:26]([OH:28])=[O:27])[CH2:20][CH2:19]4)=[CH:8][CH:9]=2)[CH:4]=[CH:3]1 |f:1.2|. Reported procedure: To a solution of ethyl ((1S)-5-{3-[(1-methyl-1H-indol-5-yl)oxy]propoxy}-2,3-dihydro-1H-inden-1-yl)acetate (51 mg, 0.13 mmol) (Example 48) in THF (1.8 mL) was added LiOH.H2O (6 mg, 0.15 mmol) in water (0.6 mL). The mixture was stirred for 12 h at rt, then the reaction mixture was concentrated under reduced pressure and the residue suspended in a small volume of water. The pH was adjusted to below 3 with HCl (1 N aqueous solution), and the aqueous layer was extracted with EtOAc. The organic layer ... Reactants: ClC=1C=C(C=CC1F)C1=CC=C(C=C1)CC=1C(N(C2=CC=CC=C2C1O)C)=O (3-[(3′-chloro-4′-fluoro-1,1′-biphenyl-4-yl)methyl]-4-hydroxy-1-methylquinolin-2(1H)-one), C(=O)([O-])[O-].[Cs+].[Cs+] (Cs2CO3), ClC(C(=O)OC)(F)F (methyl chlorodifluoroacetate). Run in O (water), CN(C)C=O (DMF). Conditions: temperature 100 celsius, time 3 hour. Product: ClC=1C=C(C=CC1F)C1=CC=C(C=C1)CC=1C(N(C2=CC=CC=C2C1OC(F)F)C)=O (3-[(3′-chloro-4′-fluoro-1,1′-biphenyl-4-yl)methyl]-4-(difluoromethoxy)-1-methylquinolin-2(1H)-one). As a reaction SMILES: [Cl:1][C:2]1[CH:3]=[C:4]([C:9]2[CH:14]=[CH:13][C:12]([CH2:15][C:16]3[C:17](=[O:28])[N:18]([CH3:27])[C:19]4[C:24]([C:25]=3[OH:26])=[CH:23][CH:22]=[CH:21][CH:20]=4)=[CH:11][CH:10]=2)[CH:5]=[CH:6][C:7]=1[F:8].C([O-])([O-])=O.[Cs+].[Cs+].Cl[C:36]([F:42])([F:41])C(OC)=O>CN(C=O)C.O>[Cl:1][C:2]1[CH:3]=[C:4]([C:9]2[CH:14]=[CH:13][C:12]([CH2:15][C:16]3[C:17](=[O:28])[N:18]([CH3:27])[C:19]4[C:24]([C:25]=3[O:26][CH:36]([F:42])[F:41])=[CH:23][CH:22]=[CH:21][CH:20]=4)=[CH:11][CH:10]=2)[CH:5]=[CH:6][C:7]=1[F:8] |f:1.2.3|. Reported procedure: A solution of example 145, Cs2CO3 (2 eq) in DMF (0.2M) was heated at 100° C. (open flask) then methyl chlorodifluoroacetate (2 eq) was added and the mixture stirred at 90-110° C. for 3 h. After cooling to rt, the mixture was diluted with water, extracted with ethyl acetate and the solvent evaporated. The residue was purified by crystallisation in hexane\ether to give the title compound as a white powder. Starting materials: C1CCOC1, COC(=O)c1c([N+](=O)[O-])cccc1S(=O)(=O)Cl, Cl, NCCCO. Product: COC(=O)c1c([N+](=O)[O-])cccc1S(=O)(=O)NCCCO. RXN SMILES: [CH2:24]1[O:25][CH2:26][CH2:27][CH2:28]1.[Cl:1][S:2](=[O:3])(=[O:4])[c:5]1[c:6]([C:7](=[O:8])[O:9][CH3:10])[c:11]([N+:15](=[O:16])[O-:17])[cH:12][cH:13][cH:14]1.[ClH:23].[NH2:18][CH2:19][CH2:20][CH2:21][OH:22]>>[S:2](=[O:3])(=[O:4])([c:5]1[c:6]([C:7](=[O:8])[O:9][CH3:10])[c:11]([N+:15](=[O:16])[O-:17])[cH:12][cH:13][cH:14]1)[NH:18][CH2:19][CH2:20][CH2:21][OH:22].